This data is from the Open Reaction Database (ORD), a public repository of structured organic reaction records. The task is: describe an organic reaction: reactants, conditions, products, and yield Reactants: O=C(O)c1cc(S(=O)(=O)Cl)cnc1O, O=P(Cl)(Cl)Cl. The product is O=C(O)c1cc(S(=O)(=O)Cl)cnc1Cl. RXN SMILES: [Cl:1][S:2](=[O:3])(=[O:4])[c:5]1[cH:6][n:7][c:8]([OH:14])[c:9]([C:10](=[O:11])[OH:12])[cH:13]1.[P:15]([Cl:16])([Cl:17])([Cl:18])=[O:19]>>[Cl:1][S:2](=[O:3])(=[O:4])[c:5]1[cH:6][n:7][c:8]([Cl:17])[c:9]([C:10](=[O:11])[OH:12])[cH:13]1. Reactants: CN(C)C=O, Cc1nc[nH]n1, O=C(c1ccc(F)cc1C(F)(F)F)N1Cc2cccn2Cc2ccccc21, [H-], [H][H], [Na+]. Yields the product Cc1ncn(-c2ccc(C(=O)N3Cc4cccn4Cc4ccccc43)c(C(F)(F)F)c2)n1. RXN SMILES: [CH3:38][N:39]([CH3:40])[CH:41]=[O:42].[CH3:3][c:4]1[n:5][nH:6][cH:7][n:8]1.[F:11][c:12]1[cH:13][c:14]([C:34]([F:35])([F:36])[F:37])[c:15]([C:18](=[O:19])[N:20]2[CH2:21][c:22]3[n:23]([cH:31][cH:32][cH:33]3)[CH2:24][c:25]3[c:26]2[cH:27][cH:28][cH:29][cH:30]3)[cH:16][cH:17]1.[H-:1].[H:9][H:10].[Na+:2]>>[CH3:3][c:4]1[n:5][n:6](-[c:12]2[cH:13][c:14]([C:34]([F:35])([F:36])[F:37])[c:15]([C:18](=[O:19])[N:20]3[CH2:21][c:22]4[n:23]([cH:31][cH:32][cH:33]4)[CH2:24][c:25]4[c:26]3[cH:27][cH:28][cH:29][cH:30]4)[cH:16][cH:17]2)[cH:7][n:8]1. Reactants: ClC=1C=NC=C(C1SC1=C(C=C(S1)C(=O)O)[N+](=O)[O-])Cl (5-[(3,5-dichloro-4-pyridyl)sulfanyl]-4-nitro-thiophene-2-carboxylic acid), CN(CCOC1=CC=C(N)C=C1)C (4-(2-(dimethylamino)ethoxy)aniline). Product: ClC=1C=NC=C(C1SC1=C(C=C(S1)C(=O)NC1=CC=C(C=C1)OCCN(C)C)[N+](=O)[O-])Cl (5-((3,5-dichloropyridin-4-yl)thio)-N-(4-(2-(dimethylamino)ethoxy)phenyl)-4-nitrothiophene-2-carboxamide), solid. Yield: 34.0%. Reaction SMILES: [Cl:1][C:2]1[CH:3]=[N:4][CH:5]=[C:6]([Cl:20])[C:7]=1[S:8][C:9]1[S:13][C:12]([C:14]([OH:16])=O)=[CH:11][C:10]=1[N+:17]([O-:19])=[O:18].[CH3:21][N:22]([CH3:33])[CH2:23][CH2:24][O:25][C:26]1[CH:32]=[CH:31][C:29]([NH2:30])=[CH:28][CH:27]=1>>[Cl:20][C:6]1[CH:5]=[N:4][CH:3]=[C:2]([Cl:1])[C:7]=1[S:8][C:9]1[S:13][C:12]([C:14]([NH:30][C:29]2[CH:28]=[CH:27][C:26]([O:25][CH2:24][CH2:23][N:22]([CH3:33])[CH3:21])=[CH:32][CH:31]=2)=[O:16])=[CH:11][C:10]=1[N+:17]([O-:19])=[O:18]. Procedure details: Prepared according to the procedure described for example 44 from 5-[(3,5-dichloro-4-pyridyl)sulfanyl]-4-nitro-thiophene-2-carboxylic acid (35 mg, 0.1 mmol) and 4-(2-(dimethylamino)ethoxy)aniline (17.0 mg, 0.12 mmol). The title compound was obtained as a solid (17.5 mg, 34% yield). MS m/z: 513.02, 515.02 [M+H]+. Reactants: FC(C1=C(CN2C=CC3=CC(=CC=C23)\C=C/2\C(NC(S2)=O)=O)C=CC(=C1)C(F)(F)F)(F)F ((5Z)-5-({1-[2,4-bis-(trifluoromethyl)benzyl]-1H-indol-5-yl}methylidene)-2,4-dioxo-1,3-thiazolidine), BrCC(=O)N1CCOCC1 (4-bromoacetyl morpholine). Product: FC(C1=C(C=CC(=C1)C(F)(F)F)CN1C=CC2=CC(=CC=C12)\C=C/1\C(N(C(S1)=O)CC(=O)N1CCOCC1)=O)(F)F ((5Z)-5-[(1-{[2,4-Bis(trifluoromethyl)phenyl]methyl}-1H-indol-5-yl)methylidene]-3-(2-morpholin-4-yl-2-oxoethyl)-1,3-thiazolidine-2,4-dione). As a reaction SMILES: [F:1][C:2]([F:32])([F:31])[C:3]1[CH:26]=[C:25]([C:27]([F:30])([F:29])[F:28])[CH:24]=[CH:23][C:4]=1[CH2:5][N:6]1[C:14]2[C:9](=[CH:10][C:11](/[CH:15]=[C:16]3/[C:17](=[O:22])[NH:18][C:19](=[O:21])[S:20]/3)=[CH:12][CH:13]=2)[CH:8]=[CH:7]1.Br[CH2:34][C:35]([N:37]1[CH2:42][CH2:41][O:40][CH2:39][CH2:38]1)=[O:36]>>[F:32][C:2]([F:1])([F:31])[C:3]1[CH:26]=[C:25]([C:27]([F:29])([F:30])[F:28])[CH:24]=[CH:23][C:4]=1[CH2:5][N:6]1[C:14]2[C:9](=[CH:10][C:11](/[CH:15]=[C:16]3/[C:17](=[O:22])[N:18]([CH2:34][C:35]([N:37]4[CH2:42][CH2:41][O:40][CH2:39][CH2:38]4)=[O:36])[C:19](=[O:21])[S:20]/3)=[CH:12][CH:13]=2)[CH:8]=[CH:7]1. Procedure: (5Z)-5-[(1-{[2,4-Bis(trifluoromethyl)phenyl]methyl}-1H-indol-5-yl)methylidene]-3-(2-morpholin-4-yl-2-oxoethyl)-1,3-thiazolidine-2,4-dione was prepared from [(5Z)-5-({1-[2,4-bis-(trifluoromethyl)benzyl]-1H-indol-5-yl}methylidene)-2,4-dioxo-1,3-thiazolidine (from Example 238) and 4-bromoacetyl morpholine following General Procedure H. Starting materials: O1C(=CC2=C1C=CC=C2)C2CCC(C1=C2C=CO1)O (4,5,6,7-tetrahydro-4-(2-benzofuryl)-benzofuran-7-ol), O.C1(=CC=C(C=C1)S(=O)(=O)O)C (p-toluenesulfonic acid monohydrate). Solvent: C1(=CC=CC=C1)C (toluene). Yields the product O1C(=CC2=C1C=CC=C2)C2=CCCC1=C2C=CO1 (6,7-dihydro-4-(2-benzofuryl)-benzofuran). Isolated yield 85.3%. RXN SMILES: [O:1]1[C:5]2[CH:6]=[CH:7][CH:8]=[CH:9][C:4]=2[CH:3]=[C:2]1[CH:10]1[C:15]2[CH:16]=[CH:17][O:18][C:14]=2[CH:13](O)[CH2:12][CH2:11]1.O.C1(C)C=CC(S(O)(=O)=O)=CC=1>C1(C)C=CC=CC=1>[O:1]1[C:5]2[CH:6]=[CH:7][CH:8]=[CH:9][C:4]=2[CH:3]=[C:2]1[C:10]1[C:15]2[CH:16]=[CH:17][O:18][C:14]=2[CH2:13][CH2:12][CH:11]=1 |f:1.2|. Procedure: To a mixture of 19.3 g of 4,5,6,7-tetrahydro-4-(2-benzofuryl)-benzofuran-7-ol in 400 mL of toluene was added 100 mg of p-toluenesulfonic acid monohydrate, and the mixture was placed on a Rotovap, and the solvent was distilled in vacuo (60° C.) until a residue was obtained. The residue was chromatographed on silica (hexane/methylene chloride 1.5:1) to afford 15.3 g (86%) of 6,7-dihydro-4-(2-benzofuryl)-benzofuran, (Formula Ill: R3 =H; ##STR53## R5 =2-benzofuryl) as an orange oil.